This data is from the Open Reaction Database (ORD), a public repository of structured organic reaction records. The task is: describe an organic reaction: reactants, conditions, products, and yield Starting materials: ClCl (Chlorine), ClC1=CC=C(C=C1)C(Cl)(Cl)Cl (p-chlorobenzotrichloride), [Cl-].[Al+3].[Cl-].[Cl-] (aluminum chloride), Cl (hydrochloric acid). The solvent is ice. The product is ClC=1C=C(C=CC1Cl)C(Cl)(Cl)Cl (3,4-dichlorobenzotrichloride). Yield: 75.6%. As a reaction SMILES: [Cl:1]Cl.[Cl:3][C:4]1[CH:9]=[CH:8][C:7]([C:10]([Cl:13])([Cl:12])[Cl:11])=[CH:6][CH:5]=1.[Cl-].[Al+3].[Cl-].[Cl-].Cl>>[Cl:1][C:9]1[CH:8]=[C:7]([C:10]([Cl:11])([Cl:12])[Cl:13])[CH:6]=[CH:5][C:4]=1[Cl:3] |f:2.3.4.5|. Procedure: Chlorine gas was passed into a mixture of 115 g (0.5 mol) of p-chlorobenzotrichloride and 0.8 g (6 mmol) of aluminum chloride for 8.5 hours at 60° to 80° C. The mixture was then worked up by adding 200 ml of ice-cooled dilute hydrochloric acid to the reaction mixture, filtering off the solid constituents, separating off the organic phase from the filtrate, washing the organic phase five times with, in each case, 100 ml of water, then drying it over calcium chloride and subsequently distilling it...